The task is: describe an organic reaction: reactants, conditions, products, and yield. This data is from the Open Reaction Database (ORD), a public repository of structured organic reaction records. Reactants: CC(C)OC(=O)/N=N/C(=O)OC(C)C (diisopropylazodicarboxylate), crude mixture, ClC1=C(CN(CCCOC=2C=C(C=CC2)CC(=O)O)CC(C2=CC=CC=C2)O)C=CC=C1C(F)(F)F (2-(3-{3-[[2-chloro-3-(trifluoromethyl)benzyl](2-hydroxy-2-phenyl-ethyl)amino]propoxy}-phenyl)acetic acid), C(C)(=O)O (acetic acid), C1(=CC=CC=C1)P(C1=CC=CC=C1)C1=CC=CC=C1 (triphenylphosphine). Solvent: C1(=CC=CC=C1)C (toluene). Run at temperature 0 celsius. Yields the product ClC1=C(CN(CCCOC=2C=C(C=CC2)CC(=O)O)CC(C2=CC=CC=C2)OC(C)=O)C=CC=C1C(F)(F)F (2-(3-{3-[[2-Chloro-3-(trifluoromethyl)benzyl](2-acetoxy-2-phenyl-ethyl)amino]propoxy}-phenyl)acetic acid). The yield is 75.0%. RXN SMILES: [Cl:1][C:2]1[C:32]([C:33]([F:36])([F:35])[F:34])=[CH:31][CH:30]=[CH:29][C:3]=1[CH2:4][N:5]([CH2:20][CH:21]([OH:28])[C:22]1[CH:27]=[CH:26][CH:25]=[CH:24][CH:23]=1)[CH2:6][CH2:7][CH2:8][O:9][C:10]1[CH:11]=[C:12]([CH2:16][C:17]([OH:19])=[O:18])[CH:13]=[CH:14][CH:15]=1.[C:37](O)(=[O:39])[CH3:38].C1(P(C2C=CC=CC=2)C2C=CC=CC=2)C=CC=CC=1.CC(OC(/N=N/C(OC(C)C)=O)=O)C>C1(C)C=CC=CC=1>[Cl:1][C:2]1[C:32]([C:33]([F:34])([F:35])[F:36])=[CH:31][CH:30]=[CH:29][C:3]=1[CH2:4][N:5]([CH2:20][CH:21]([O:28][C:37](=[O:39])[CH3:38])[C:22]1[CH:23]=[CH:24][CH:25]=[CH:26][CH:27]=1)[CH2:6][CH2:7][CH2:8][O:9][C:10]1[CH:11]=[C:12]([CH2:16][C:17]([OH:19])=[O:18])[CH:13]=[CH:14][CH:15]=1. Procedure: A solution of 2-(3-{3-[[2-chloro-3-(trifluoromethyl)benzyl](2-hydroxy-2-phenyl-ethyl)amino]propoxy}-phenyl)acetic acid (Example 15 b) in anhydrous toluene (5 ml) was treated with acetic acid (3 mg). Polymer bound triphenylphosphine (30 mg, 3 mmol/g) was then added, and the mixture reacted for 15 min. The reaction mixture was then cooled to 0° C. and diisopropylazodicarboxylate(10 mg, 0.05 mmol) was added dropwise. After stirring at RT overnight the crude mixture was filtered and the solid washed...